From a dataset of the Open Reaction Database (ORD), a public repository of structured organic reaction records. describe an organic reaction: reactants, conditions, products, and yield The reactants are C[Si](C)(C)C[Te](C[Si](C)(C)C)(C[Si](C)(C)C)C[Si](C)(C)C (tetra(trimethylsilylmethyl) tellurium), tetraorganyl tellurium, C(=C)[Te](C=C)(C=C)C=C (tetravinyl tellurium), C[Te](C)(C)C (tetramethyl tellurium), ( 2)(b ), ( 1 ), tetraorganyl tellurium. Product: diorganyl tellurium, C[Te]C (dimethyl tellurium), C[Si](C)(C)C[Te]C[Si](C)(C)C (bis(trimethylsilyl-methyl) tellurium), C(=C)[Te]C=C (divinyl tellurium). Reaction SMILES: [CH3:1][Te:2](C)(C)[CH3:3].[CH3:6][Si:7]([CH2:10][Te:11](C[Si](C)(C)C)(C[Si](C)(C)C)[CH2:12][Si:13]([CH3:16])([CH3:15])[CH3:14])([CH3:9])[CH3:8].[CH:27]([Te:29](C=C)(C=C)[CH:30]=[CH2:31])=[CH2:28]>>[CH3:1][Te:2][CH3:3].[CH3:16][Si:13]([CH2:12][Te:11][CH2:10][Si:7]([CH3:9])([CH3:8])[CH3:6])([CH3:14])[CH3:15].[CH:27]([Te:29][CH:30]=[CH2:31])=[CH2:28]. Procedure: The reactions, as illustrated in equations (1), (1)(a), (2), (2)(a), or (2)(b) above, for the production of tetraorganyl tellurium, tetramethyl tellurium, tetraorganyl tellurium, tetra(trimethylsilylmethyl) tellurium, or tetravinyl tellurium, are commenced at low temperature ranging from about -100° C. to about 25° C. If the above reactions are carried out at higher temperature, the corresponding diorganyl tellurium, dimethyl tellurium, bis(trimethylsilyl-methyl) tellurium, or divinyl tellurium ... Starting materials: Example 1 ( a ), ClC=1C=C2CC(C(C2=CC1)=O)C (5-chloro-2-methyl-1-indanone), [N+](=O)(O)[O-] (nitric acid). Yields the product ClC=1C=C2CC(C(C2=CC1[N+](=O)[O-])=O)C (5-Chloro-2-methyl-6-nitro-1-indanone). Reaction SMILES: [Cl:1][C:2]1[CH:3]=[C:4]2[C:8](=[CH:9][CH:10]=1)[C:7](=[O:11])[CH:6]([CH3:12])[CH2:5]2.[N+:13]([O-])([OH:15])=[O:14]>>[Cl:1][C:2]1[CH:3]=[C:4]2[C:8](=[CH:9][C:10]=1[N+:13]([O-:15])=[O:14])[C:7](=[O:11])[CH:6]([CH3:12])[CH2:5]2. Procedure details: According to Example 1 (a), 28.0 g (0.155 mole) of 5-chloro-2-methyl-1-indanone and 180 ml of fuming nitric acid yield the nitro compound having a melting point of from 75° to 78° C., which after recrystallization from ethanol rises to 87° to 89° C. Reactants: C(C)NC1=NC=CC=C1 (2-ethylaminopyridine), C(=O)(O)CCCOC=1C=C2C=CC(NC2=CC1)=O (6-(3-carboxypropoxy)carbostyril), C1CCC2=NCCCN2CC1 (DBU), ClC(=O)OCC(C)C (isobutyl chloroformate). Run in C(Cl)(Cl)Cl (chloroform), C(Cl)(Cl)Cl (chloroform). Reaction conditions: time 1 hour. Product: C(C)N(C(=O)CCCOC=1C=C2C=CC(NC2=CC1)=O)C1=NC=CC=C1 (6-{3-[N-ethyl-N-(2-pyridyl)aminocarbonyl]propoxy}carbostyril). As a reaction SMILES: [C:1]([CH2:4][CH2:5][CH2:6][O:7][C:8]1[CH:9]=[C:10]2[C:15](=[CH:16][CH:17]=1)[NH:14][C:13](=[O:18])[CH:12]=[CH:11]2)([OH:3])=O.C1[CH2:29][CH2:28][N:27]2[C:22](=[N:23][CH2:24][CH2:25][CH2:26]2)[CH2:21]C1.ClC(OCC(C)C)=O.C(NC1C=CC=CN=1)C>C(Cl)(Cl)Cl>[CH2:28]([N:27]([C:22]1[CH:21]=[CH:26][CH:25]=[CH:24][N:23]=1)[C:1]([CH2:4][CH2:5][CH2:6][O:7][C:8]1[CH:9]=[C:10]2[C:15](=[CH:16][CH:17]=1)[NH:14][C:13](=[O:18])[CH:12]=[CH:11]2)=[O:3])[CH3:29]. Procedure: Into 300 ml of chloroform were added 9.9 g of 6-(3-carboxypropoxy)carbostyril and 6.5 ml of DBU. The outside of the reaction vessel containing the abovementioned mixture was ice-cooled and 5.7 ml of isobutyl chloroformate was added dropwise under stirring condition. After the addition operation, stirring was continued for 1 hour at a room temperature and 5.4 g of 2-ethylaminopyridine was added dropwise, then the reaction was continued for 5 hours under stirring condition. The reaction mixture wa... The reactants are C1(=CC=C(C=C1)C(=CC#N)OC)C1=CC=CC=C1 (3-(4-Biphenylyl)-3-methoxyacrylonitrile), C1(=CC=C(C=C1)C(CC#N)(OC)OC)C1=CC=CC=C1 (3-(4-biphenylyl)-3,3-dimethoxypropionitrile), Cl.NO (hydroxylamine hydrochloride), C[O-].[Na+] (sodium methoxide). Solvent: CO (methanol). Product: C1(=CC=C(C=C1)C1=CC(=NO1)N)C1=CC=CC=C1 (5-(4-BIPHENYLYL)-3-AMINOISOXAZOLE). As a reaction SMILES: [C:1]1([C:13]2[CH:18]=[CH:17][CH:16]=[CH:15][CH:14]=2)[CH:6]=[CH:5][C:4]([C:7]([O:11]C)=[CH:8][C:9]#[N:10])=[CH:3][CH:2]=1.C1(C2C=CC=CC=2)C=CC(C(OC)(OC)CC#[N:28])=CC=1.Cl.NO.C[O-].[Na+]>CO>[C:1]1([C:13]2[CH:18]=[CH:17][CH:16]=[CH:15][CH:14]=2)[CH:6]=[CH:5][C:4]([C:7]2[O:11][N:10]=[C:9]([NH2:28])[CH:8]=2)=[CH:3][CH:2]=1 |f:2.3,4.5|. Procedure: 3-(4-Biphenylyl)-3-methoxyacrylonitrile plus 3-(4-biphenylyl)-3,3-dimethoxypropionitrile (2.9 grams as a mixture from example 6), hydroxylamine hydrochloride (4.7 grams), and sodium methoxide (11.9 grams) were mixed in 500 ml. of methanol and the reaction mixture refluxed for 48 hours. The methanol was then evaporated, water added, the product separated by filtration, yield 1.2 grams. Reactants: CN1CCC(CC1)NC1=NC=C(C=N1)[N+](=O)[O-] (N-(1-methylpiperidin-4-yl)-5-nitropyrimidin-2-amine). Reagents/catalysts: [Pd] (Pd/C). Solvent: CCOC(=O)C (EtOAc), CO (MeOH). Run at time 8 hour. Product: CN1CCC(CC1)NC1=NC=C(C=N1)N (N2-(1-methylpiperidin-4-yl)pyrimidine-2,5-diamine). Reaction SMILES: [CH3:1][N:2]1[CH2:7][CH2:6][CH:5]([NH:8][C:9]2[N:14]=[CH:13][C:12]([N+:15]([O-])=O)=[CH:11][N:10]=2)[CH2:4][CH2:3]1>CCOC(C)=O.CO.[Pd]>[CH3:1][N:2]1[CH2:3][CH2:4][CH:5]([NH:8][C:9]2[N:10]=[CH:11][C:12]([NH2:15])=[CH:13][N:14]=2)[CH2:6][CH2:7]1. Procedure: The crude N-(1-methylpiperidin-4-yl)-5-nitropyrimidin-2-amine was combined with 10% Pd/C (500 mg) in EtOAc (8 mL) and MeOH (20 mL) was added. The mixture was purged with H2 and allowed to stir under 1 atm H2 overnight. Filtration through a pad of celite and concentration afforded N2-(1-methylpiperidin-4-yl)pyrimidine-2,5-diamine 17 as a tan solid, which may be used without further purification. MS: m/z found 285 [MH+]. Starting materials: CCCC(C)C, CO, O=C(O)c1cc(O)ccc1CCc1ccc(F)cc1, O=S(=O)(Cl)Cl. The product is COC(=O)c1cc(O)ccc1CCc1ccc(F)cc1. As a reaction SMILES: [CH3:25][CH2:26][CH2:27][CH:28]([CH3:29])[CH3:30].[CH3:31][OH:32].[F:1][c:2]1[cH:3][cH:4][c:5]([CH2:6][CH2:7][c:8]2[c:9]([C:10](=[O:11])[OH:12])[cH:13][c:14]([OH:17])[cH:15][cH:16]2)[cH:18][cH:19]1.[S:20]([Cl:21])([Cl:22])(=[O:23])=[O:24]>>[F:1][c:2]1[cH:3][cH:4][c:5]([CH2:6][CH2:7][c:8]2[c:9]([C:10](=[O:11])[O:12][CH3:25])[cH:13][c:14]([OH:17])[cH:15][cH:16]2)[cH:18][cH:19]1. Starting materials: C1(C=CC2=CC=CC=C12)CC=O (2-(1H-indene-1-yl)acetaldehyde), Cl.NO (hydroxylamine hydrochloride), C(C)(=O)[O-].[Na+] (sodium acetate). Solvent: CO (methanol). Conditions: time 8 hour. Yields the product C1(C=CC2=CC=CC=C12)CC=NO (2-(1H-indene-1-yl)acetaldoxime). Reaction SMILES: [CH:1]1([CH2:10][CH:11]=O)[C:9]2[C:4](=[CH:5][CH:6]=[CH:7][CH:8]=2)[CH:3]=[CH:2]1.Cl.[NH2:14][OH:15].C([O-])(=O)C.[Na+]>CO>[CH:1]1([CH2:10][CH:11]=[N:14][OH:15])[C:9]2[C:4](=[CH:5][CH:6]=[CH:7][CH:8]=2)[CH:3]=[CH:2]1 |f:1.2,3.4|. Reported procedure: 2-(1H-indene-1-yl)acetaldehyde (1.5 g, 9.5 mmol), hydroxylamine hydrochloride (836 mg, 12.0 mmol), and sodium acetate (1.04 g, 12.7 mmol) were combined in methanol (50 ml) and stirred at ambient temperature overnight. The mixture was evaporated to dryness in vacuo and the residue treated with water and extracted with ether. The ether layer was washed with water, dried over sodium sulfate, filtered, and evaporated to dryness in vacuo. The residue was chromatographed on a silica gel coulmn eluted ...